Dataset: the Open Reaction Database (ORD), a public repository of structured organic reaction records. Task: describe an organic reaction: reactants, conditions, products, and yield Yields the product FC(COC1=CC=C(N)C=C1)(F)F (4-(2,2,2-trifluoroethoxy)aniline). The yield is 94.5%. Reaction SMILES: [F:1][C:2]([F:15])([F:14])[CH2:3][O:4][C:5]1[CH:10]=[CH:9][C:8]([N+:11]([O-])=O)=[CH:7][CH:6]=1.[H][H]>ClCCl.[Pd]>[F:1][C:2]([F:14])([F:15])[CH2:3][O:4][C:5]1[CH:10]=[CH:9][C:8]([NH2:11])=[CH:7][CH:6]=1. Starting materials: FC(COC1=CC=C(C=C1)[N+](=O)[O-])(F)F (4-(2,2,2-trifluoroethoxy)nitrobenzene), [H][H] (Hydrogen). Reported procedure: To a solution of the crude 4-(2,2,2-trifluoroethoxy)nitrobenzene (1.6 g, 7.2 mmol, 1.0 equiv) in 40 mL of dichloromethane was added 0.4 g of a 5% palladium on activated carbon (0.19 mmol, 0.026 equiv). Hydrogen gas was introduced using a balloon while the mixture was stirred vigorously for 48 h at room temperature. After all starting material had been consumed, the mixture was filtered through a pad of Celite to remove the palladium catalyst. The filtrate was evaporated in vacuo to give a crude ... Reaction conditions: time 48 hour. Reagents/catalysts: [Pd] (palladium on activated carbon). Run in ClCCl (dichloromethane). The reactants are FC1=C(COC(C)=O)C(=CC=C1)F (Acetic acid 2,6-difluorobenzyl ester), [N+](=O)(O)[O-] (nitric acid). Run at temperature 0 celsius, time 30 minute. The product is FC1=C(COC(C)=O)C(=CC=C1[N+](=O)[O-])F (Acetic acid 2,6-difluoro-3-nitrobenzyl ester). The yield is 87.0%. As a reaction SMILES: [F:1][C:2]1[CH:12]=[CH:11][CH:10]=[C:9]([F:13])[C:3]=1[CH2:4][O:5][C:6](=[O:8])[CH3:7].[N+:14]([O-])([OH:16])=[O:15]>>[F:1][C:2]1[C:12]([N+:14]([O-:16])=[O:15])=[CH:11][CH:10]=[C:9]([F:13])[C:3]=1[CH2:4][O:5][C:6](=[O:8])[CH3:7]. Procedure: Acetic acid 2,6-difluorobenzyl ester (8 g, 42.9 mmol) was added dropwise to fuming nitric acid (50 mL) at 0° C. and the reaction mixture stirred at 0° C. for 30 min. The reaction mixture was poured onto ice and the product extracted with DCM (3×30 mL). The combined organic fractions were washed with sat, aq, NaHCO3 then brine, dried (MgSO4) and concentrated in vacuo to give the title compound as a yellow oil (8.69 g, 87%). 1H NMR 300 MHz δ (CDCl3): 8.21-8.12 (1H, m), 7.09 (1H, ddd, J=9.6, 7.9, 1... Reactants: C(C)C1=C(C=C(C=C1OC)C1C(CN(C1)C)CC(=O)[O-])OC ((4-(4-ethyl-3,5-dimethoxy-phenyl)-1-methyl-pyrrolidin-3-yl)-acetate), FC(C(=O)O)(F)F (trifluoroacetic acid), FC(C(=O)OC(C(F)(F)F)=O)(F)F (trifluoroacetic acid anhydride), [OH-].[Na+] (NaOH). Solvent: ice water. Conditions: time 2 hour. Product: C(C)C1=C(C2=C([C@H]3CN(C[C@H]3CC2=O)C)C=C1OC)OC (cis-7-ethyl-6,8-dimethoxy-2-methyl-1 ,2,3,3a,4,9b-hexahydro-benzo[e]isoindol-5-one). The yield is 12.6%. Reaction SMILES: [CH2:1]([C:3]1[C:8]([O:9][CH3:10])=[CH:7][C:6]([CH:11]2[CH2:15][N:14]([CH3:16])[CH2:13][CH:12]2[CH2:17][C:18]([O-:20])=O)=[CH:5][C:4]=1[O:21][CH3:22])[CH3:2].FC(F)(F)C(O)=O.FC(F)(F)C(OC(=O)C(F)(F)F)=O.[OH-].[Na+]>>[CH2:1]([C:3]1[C:4]([O:21][CH3:22])=[CH:5][C:6]2[C@@H:11]3[C@H:12]([CH2:17][C:18](=[O:20])[C:7]=2[C:8]=1[O:9][CH3:10])[CH2:13][N:14]([CH3:16])[CH2:15]3)[CH3:2] |f:3.4|. Procedure details: A mixture of 150 mg (0.41 mmol) of (4-(4-ethyl-3,5-dimethoxy-phenyl)-1-methyl-pyrrolidin-3-yl)-acetate, 1.5 ml trifluoroacetic acid and 0.15 ml of trifluoroacetic acid anhydride was stirred at room temperature over 2 hours. The reaction mixture was subsequently poured on to 50 ml of ice-water, made basic with 28% NaOH and extracted twice with 100 ml of methylene chloride each time. The combined organic phases were washed once with 50 ml of saturated sodium chloride solution, dried (MgSO4) and co...